Dataset: the Open Reaction Database (ORD), a public repository of structured organic reaction records. Task: describe an organic reaction: reactants, conditions, products, and yield Reactants: O=c1[nH]ncn1-c1ccc(F)cc1, CC(O)C1(c2ccc(F)cc2F)CO1. Product: CC(n1ncn(-c2ccc(F)cc2)c1=O)C1(c2ccc(F)cc2F)CO1. RXN SMILES: [F:15][c:16]1[cH:17][cH:18][c:19](-[n:22]2[c:23](=[O:27])[nH:24][n:25][cH:26]2)[cH:20][cH:21]1.[F:1][c:2]1[c:3]([C:9]2([CH:12]([CH3:13])[OH:14])[O:10][CH2:11]2)[cH:4][cH:5][c:6]([F:8])[cH:7]1>>[F:1][c:2]1[c:3]([C:9]2([CH:12]([CH3:13])[n:24]3[c:23](=[O:27])[n:22](-[c:19]4[cH:18][cH:17][c:16]([F:15])[cH:21][cH:20]4)[cH:26][n:25]3)[O:10][CH2:11]2)[cH:4][cH:5][c:6]([F:8])[cH:7]1. The product is residue, CCOC1=NC=2C=CC=C(C2N1CC=3C=CC(=CC3)C=4C=CC=CC4C5=NNN=N5)C(=O)OC(C)OC(=O)OC6CCCCC6 (candesartan cilexetil). Reported procedure: A solution of trityl candesartan cilexetil (TCC, 30.0 g, 35.17 mmol), toluene (180 mL), methanol (180 mL), formic acid (1.6 g) and water (0.63 g) was refluxed for about 10 h (HPLC control), the solvents were evaporated at 60° C./30 mbar to give a residue as a viscous oil, (about 31 g, theoretical yield of candesartan cilexetil is 21.47 g). Solvent: O (water). Reactants: CCOC1=NC2=CC=CC(=C2N1CC3=CC=C(C=C3)C4=CC=CC=C4C5=NN=NN5C(C6=CC=CC=C6)(C7=CC=CC=C7)C8=CC=CC=C8)C(=O)OC(C)OC(=O)OC9CCCCC9 (trityl candesartan cilexetil), C1(=CC=CC=C1)C (toluene), CO (methanol), C(=O)O (formic acid). As a reaction SMILES: [CH3:1][CH2:2][O:3][C:4]1[N:12]([CH2:13][C:14]2[CH:19]=[CH:18][C:17]([C:20]3[C:25]([C:26]4[N:30](C(C5C=CC=CC=5)(C5C=CC=CC=5)C5C=CC=CC=5)[N:29]=[N:28][N:27]=4)=[CH:24][CH:23]=[CH:22][CH:21]=3)=[CH:16][CH:15]=2)[C:11]2[C:6](=[CH:7][CH:8]=[CH:9][C:10]=2[C:50]([O:52][CH:53]([O:55][C:56]([O:58][CH:59]2[CH2:64][CH2:63][CH2:62][CH2:61][CH2:60]2)=[O:57])[CH3:54])=[O:51])[N:5]=1.C1(C)C=CC=CC=1.CO.C(O)=O>O>[CH3:1][CH2:2][O:3][C:4]1[N:12]([CH2:13][C:14]2[CH:19]=[CH:18][C:17]([C:20]3[CH:21]=[CH:22][CH:23]=[CH:24][C:25]=3[C:26]3[N:27]=[N:28][NH:29][N:30]=3)=[CH:16][CH:15]=2)[C:11]2[C:10]([C:50]([O:52][CH:53]([O:55][C:56]([O:58][CH:59]3[CH2:60][CH2:61][CH2:62][CH2:63][CH2:64]3)=[O:57])[CH3:54])=[O:51])=[CH:9][CH:8]=[CH:7][C:6]=2[N:5]=1. Reactants: solid, BrC1=CC(=CC=2C=C3N(C12)CCNC3=O)C#N (6-bromo-1-oxo-1,2,3,4-tetrahydro-pyrazino[1,2-a]indole-8-carbonitrile), BrC1=CC(=CC=2C=C3N(C12)CCNC3=O)C#N (6-bromo-1-oxo-1,2,3,4-tetrahydro-pyrazino[1,2-a]indole-8-carbonitrile), FC=1C=C(C=C(C1F)F)B(O)O (3,4,5-trifluoro-phenylboronic acid). Product: O=C1NCCN2C1=CC=1C=C(C=C(C21)C2=CC(=C(C(=C2)F)F)F)C#N (1-Oxo-6-(3,4,5-trifluorophenyl)-3,4-dihydro-2H-pyrazino[1,2-a]indole-8-carbonitrile). RXN SMILES: Br[C:2]1[C:10]2[N:9]3[CH2:11][CH2:12][NH:13][C:14](=[O:15])[C:8]3=[CH:7][C:6]=2[CH:5]=[C:4]([C:16]#[N:17])[CH:3]=1.[F:18][C:19]1[CH:20]=[C:21](B(O)O)[CH:22]=[C:23]([F:26])[C:24]=1[F:25]>>[O:15]=[C:14]1[C:8]2=[CH:7][C:6]3[CH:5]=[C:4]([C:16]#[N:17])[CH:3]=[C:2]([C:21]4[CH:20]=[C:19]([F:18])[C:24]([F:25])=[C:23]([F:26])[CH:22]=4)[C:10]=3[N:9]2[CH2:11][CH2:12][NH:13]1. Reported procedure: The title compound, off-white solid (71 mg, 83%), MS (ISP) m/z=342.4 [(M+H)+], mp 304.5° C., was prepared in accordance with the general method of example 1 from 6-bromo-1-oxo-1,2,3,4-tetrahydro-pyrazino[1,2-a]indole-8-carbonitrile (intermediate 15) (72.5 mg, 0.25 mmol) and commercially available 3,4,5-trifluoro-phenylboronic acid (57.2 mg, 0.325 mmol). The reactants are [OH-].[Na+] (sodium hydroxide), [BH4-].[Na+] (sodium borohydride), C1(=CC=C(C=C1)S(=O)(=O)O)C.C(C1=CC=CC=C1)OC(=O)CCCCN (4-(benzyloxycarbonyl)butylamine para toluene sulphonate salt), CC(C=O)=CC1=CC=CC=C1 (α-methylcinnamaldehyde). Run in O (water), C(C)(=O)OCC (ethyl acetate), ClCCl (Dichloromethane). Reaction conditions: time 0.5 hour. Product: C(C1=CC=CC=C1)OC(=O)CCCCNCC(=CC1=CC=CC=C1)C (N-[4-(Benzyloxycarbonyl)butyl]-N-(2-methyl-3-phenylallyl)amine). The yield is 15.0%. As a reaction SMILES: C1(C)C=CC(S(O)(=O)=O)=CC=1.[CH2:12]([O:19][C:20]([CH2:22][CH2:23][CH2:24][CH2:25][NH2:26])=[O:21])[C:13]1[CH:18]=[CH:17][CH:16]=[CH:15][CH:14]=1.[OH-].[Na+].[CH3:29][C:30](=[CH:33][C:34]1[CH:39]=[CH:38][CH:37]=[CH:36][CH:35]=1)[CH:31]=O.[BH4-].[Na+]>C(OCC)(=O)C.ClCCl.O>[CH2:12]([O:19][C:20]([CH2:22][CH2:23][CH2:24][CH2:25][NH:26][CH2:29][C:30]([CH3:31])=[CH:33][C:34]1[CH:39]=[CH:38][CH:37]=[CH:36][CH:35]=1)=[O:21])[C:13]1[CH:18]=[CH:17][CH:16]=[CH:15][CH:14]=1 |f:0.1,2.3,5.6|. Procedure: 13.7 g (36 mM) of 4-(benzyloxycarbonyl)butylamine para toluene sulphonate salt was stirred vigorously in ethyl acetate--water whilst being treated with aqueous sodium hydroxide to pH 9.5. The organic phase was washed with saturated brine, dried (anhydrous magnesium sulphate), benzyl alcohol (100 cm3) added, and the ethyl acetate evaporated. The solution was treated with one equivalent of α-methylcinnamaldehyde and stirred for 1/2 hour. Dichloromethane (50 cm3) was added and the reaction mixture ... Reactants: N(=NC(=O)OC(C)C)C(=O)OC(C)C (Diisopropyl azodicarboxylate), C1(=CC=CC=C1)P(C1=CC=CC=C1)C1=CC=CC=C1 (triphenylphosphine), S1C(=CC=C1)CC(=O)O (thiolacetic acid), C(C)OC(C(CC=1C=NC(=C(C1)C)N(C(=O)OC(C)(C)C)C(=O)OC(C)(C)C)(C)CO)=O (3-(6-[N,N-bis(tert-butoxycarbonyl)amino]-5-methyl-pyridin-3-yl)-2-hydroxymethyl-2-methyl-propionic acid ethyl ester). Solvent: C1CCOC1 (THF), C1CCOC1 (THF). Run at time 30 minute. Product: C(C)OC(C(CC=1C=NC(=C(C1)C)N(C(=O)OC(C)(C)C)C(=O)OC(C)(C)C)(C)CSC(C)=O)=O (2-acetylsulfanylmethyl-3-(6-[N,N-bis(tert-butoxycarbonyl)amino]-5-methyl-pyridin-3-yl)-2-methyl-propionic acid ethyl ester). Yield: 145.9%. As a reaction SMILES: N(C(OC(C)C)=O)=NC([O:5][CH:6]([CH3:8])C)=O.C1(P(C2C=CC=CC=2)C2C=CC=CC=2)C=CC=CC=1.[S:34]1C=CC=C1CC(O)=O.[CH2:43]([O:45][C:46](=[O:74])[C:47]([CH2:72]O)([CH3:71])[CH2:48][C:49]1[CH:50]=[N:51][C:52]([N:56]([C:64]([O:66][C:67]([CH3:70])([CH3:69])[CH3:68])=[O:65])[C:57]([O:59][C:60]([CH3:63])([CH3:62])[CH3:61])=[O:58])=[C:53]([CH3:55])[CH:54]=1)[CH3:44]>C1COCC1>[CH2:43]([O:45][C:46](=[O:74])[C:47]([CH2:72][S:34][C:6](=[O:5])[CH3:8])([CH3:71])[CH2:48][C:49]1[CH:50]=[N:51][C:52]([N:56]([C:64]([O:66][C:67]([CH3:69])([CH3:70])[CH3:68])=[O:65])[C:57]([O:59][C:60]([CH3:61])([CH3:62])[CH3:63])=[O:58])=[C:53]([CH3:55])[CH:54]=1)[CH3:44]. Procedure: Diisopropyl azodicarboxylate (755 μL, 3.91 mmol) was added dropwise to a solution of triphenylphosphine (1.026 g, 3.91 mmol) in THF (10 mL) at 0° C. and the reaction was stirred for 30 min. A solution of thiolacetic acid (279 μL, 3.91 mmol) and 3-(6-[N,N-bis(tert-butoxycarbonyl)amino]-5-methyl-pyridin-3-yl)-2-hydroxymethyl-2-methyl-propionic acid ethyl ester (885 mg, 1.96 mmol) in THF (5 mL) was added dropwise during 10 min. The reaction was stirred for 60 min. at 0° C. and then for 16 h at room... The reactants are CN(C)C=O, ClCCl, [Na+], c1[nH]c2c(c1CCCN1CCOCC1)CCCC2, [OH-], O=P(Cl)(Cl)Cl. Yields the product O=Cc1[nH]c2c(c1CCCN1CCOCC1)CCCC2. As a reaction SMILES: [CH3:1][N:2]([CH:3]=[O:4])[CH3:5].[Cl:31][CH2:32][Cl:33].[Na+:30].[O:11]1[CH2:12][CH2:13][N:14]([CH2:17][CH2:18][CH2:19][c:20]2[cH:21][nH:22][c:23]3[c:28]2[CH2:27][CH2:26][CH2:25][CH2:24]3)[CH2:15][CH2:16]1.[OH-:29].[P:6]([Cl:7])([Cl:8])([Cl:9])=[O:10]>>[CH:3](=[O:4])[c:21]1[c:20]([CH2:19][CH2:18][CH2:17][N:14]2[CH2:13][CH2:12][O:11][CH2:16][CH2:15]2)[c:28]2[c:23]([nH:22]1)[CH2:24][CH2:25][CH2:26][CH2:27]2. Reactants: CN(C)C=O, CC(C)[Si](Cl)(C(C)C)C(C)C, [H-], Ic1c[nH]c2ncccc12, [Na+], O. As a reaction SMILES: [CH3:25][N:26]([CH3:27])[CH:28]=[O:29].[CH:13]([CH3:14])([CH3:15])[Si:16]([CH:17]([CH3:18])[CH3:19])([CH:20]([CH3:21])[CH3:22])[Cl:23].[H-:11].[I:1][c:2]1[cH:3][nH:4][c:5]2[n:6][cH:7][cH:8][cH:9][c:10]12.[Na+:12].[OH2:24]>>[I:1][c:2]1[cH:3][n:4]([Si:16]([CH:13]([CH3:14])[CH3:15])([CH:17]([CH3:18])[CH3:19])[CH:20]([CH3:21])[CH3:22])[c:5]2[n:6][cH:7][cH:8][cH:9][c:10]12. The product is CC(C)[Si](C(C)C)(C(C)C)n1cc(I)c2cccnc21. The reactants are ClC1=CC2=C([C@@H](CN(CC2)C)C2=C(CCC2)C)C=C1O ((S)-7-chloro-8-hydroxy-3-methyl-(2-methyl-1-cyclopentenyl)-2,3,4,5-tetrahydro-1H-3-benzazepine), Cl (hydrochloride). Yields the product ClC1=CC2=C([C@@H](CN(CC2)C)C2=CCCCC2)C=C1O ((S)-7-chloro-1-(1-cyclohexenyl)-8-hydroxy-3-methyl-2,3,4,5-tetrahydro-1H-3-benzazepine). RXN SMILES: [Cl:1][C:2]1[C:19]([OH:20])=[CH:18][C:5]2[C@H:6]([C:12]3[CH2:16][CH2:15][CH2:14][C:13]=3[CH3:17])[CH2:7][N:8]([CH3:11])[CH2:9][CH2:10][C:4]=2[CH:3]=1.Cl>>[Cl:1][C:2]1[C:19]([OH:20])=[CH:18][C:5]2[C@H:6]([C:12]3[CH2:16][CH2:15][CH2:14][CH2:17][CH:13]=3)[CH2:7][N:8]([CH3:11])[CH2:9][CH2:10][C:4]=2[CH:3]=1. Procedure details: (S)-7-chloro-8-hydroxy-3-methyl-(2-methyl-1-cyclopentenyl)-2,3,4,5-tetrahydro-1H-3-benzazepine, m.p. of hydrochloride 249-251° C. (dec.); Reactants: Clc1nc2cc(Br)ccc2[nH]1, CCN(C(C)C)C(C)C, Clc1cccnc1N1CCNCC1. Product: Clc1cccnc1N1CCN(c2nc3ccc(Br)cc3[nH]2)CC1. RXN SMILES: [Br:1][c:2]1[cH:3][c:4]2[c:5]([nH:6][c:7]([Cl:9])[n:8]2)[cH:10][cH:11]1.[CH:25]([N:26]([CH2:27][CH3:28])[CH:29]([CH3:30])[CH3:31])([CH3:32])[CH3:33].[Cl:12][c:13]1[c:14]([N:19]2[CH2:20][CH2:21][NH:22][CH2:23][CH2:24]2)[n:15][cH:16][cH:17][cH:18]1>>[Br:1][c:2]1[cH:3][c:4]2[c:5]([n:6][c:7]([N:22]3[CH2:21][CH2:20][N:19]([c:14]4[c:13]([Cl:12])[cH:18][cH:17][cH:16][n:15]4)[CH2:24][CH2:23]3)[nH:8]2)[cH:10][cH:11]1. The reactants are CC(NS(=O)C(C)(C)C)c1ccc(Cl)cc1CO, CO, Cl, C1COCCO1. Yields the product CC(N)c1ccc(Cl)cc1CO. RXN SMILES: [C:1]([S:2](=[O:3])[NH:7][CH:8]([CH3:9])[c:10]1[c:11]([CH2:12][OH:13])[cH:14][c:15]([Cl:18])[cH:16][cH:17]1)([CH3:4])([CH3:5])[CH3:6].[CH3:26][OH:27].[ClH:19].[O:20]1[CH2:21][CH2:22][O:23][CH2:24][CH2:25]1>>[NH2:7][CH:8]([CH3:9])[c:10]1[c:11]([CH2:12][OH:13])[cH:14][c:15]([Cl:18])[cH:16][cH:17]1.